The task is: describe an organic reaction: reactants, conditions, products, and yield. This data is from the Open Reaction Database (ORD), a public repository of structured organic reaction records. Yield: 75.0%. The product is NC1=CC(=C(C(=O)NC2CC3CCCCN3CC2)C=C1Cl)OC (4-amino-5-chloro-2-methoxy-N-(2-quinolizidinyl)-benzamide). Solvent: C(C)O (ethanol), O (water). Procedure details: Hydrolysis of 4-acetylamino-5-chloro-2-methoxy-N-(2-quinolizidinyl)-benzamide (600 mg) with potassium hydroxide (500 mg) in ethanol (10 ml) and water (2 ml) at reflux for 4 hours followed by isolation through ether afforded one of the isomers of 4-amino-5-chloro-2-methoxy-N-(2-quinolizidinyl)-benzamide (400 mg), m.p. 175°-8°. Starting materials: C(C)(=O)NC1=CC(=C(C(=O)NC2CC3CCCCN3CC2)C=C1Cl)OC (4-acetylamino-5-chloro-2-methoxy-N-(2-quinolizidinyl)-benzamide), [OH-].[K+] (potassium hydroxide), CCOCC (ether). RXN SMILES: C([NH:4][C:5]1[C:23]([Cl:24])=[CH:22][C:8]([C:9]([NH:11][CH:12]2[CH2:21][CH2:20][N:19]3[CH:14]([CH2:15][CH2:16][CH2:17][CH2:18]3)[CH2:13]2)=[O:10])=[C:7]([O:25][CH3:26])[CH:6]=1)(=O)C.[OH-].[K+].CCOCC>C(O)C.O>[NH2:4][C:5]1[C:23]([Cl:24])=[CH:22][C:8]([C:9]([NH:11][CH:12]2[CH2:21][CH2:20][N:19]3[CH:14]([CH2:15][CH2:16][CH2:17][CH2:18]3)[CH2:13]2)=[O:10])=[C:7]([O:25][CH3:26])[CH:6]=1 |f:1.2|.